Task: describe an organic reaction: reactants, conditions, products, and yield. Dataset: the Open Reaction Database (ORD), a public repository of structured organic reaction records The reactants are CC(C)C1=C(C(=CC=C1)C(C)C)CC(=O)C=1C(=C(C(=CC1)C(C)C)OS(N)(=O)=O)C(C)C (Sulfamic acid[[2,6-bis(1-methylethyl)phenyl]-acetyl]-2,6-bis(1-methylethyl)phenyl ester), C(C)(C)C1=C(C(=CC=C1)C(C)C)CC(=O)O (2,6-diisopropylphenylacetic acid), ClC1=C(C(=CC=C1)Cl)CC(=O)O (2,6-dichlorophenylacetic acid). The product is ClC1=C(C(=CC=C1)Cl)CC(=O)C=1C(=C(C(=CC1)C(C)C)OS(N)(=O)=O)C(C)C (sulfamic acid[2,6-dichlorophenyl(acetyl)]-2,6-bis(1-methylethyl)phenyl ester). As a reaction SMILES: CC(C1C=CC=C(C(C)C)C=1CC([C:16]1[C:17]([CH:30]([CH3:32])[CH3:31])=[C:18]([O:25][S:26](=[O:29])(=[O:28])[NH2:27])[C:19]([CH:22]([CH3:24])[CH3:23])=[CH:20][CH:21]=1)=O)C.C(C1C=CC=C(C(C)C)C=1CC(O)=O)(C)C.[Cl:49][C:50]1[CH:55]=[CH:54][CH:53]=[C:52]([Cl:56])[C:51]=1[CH2:57][C:58]([OH:60])=O>>[Cl:56][C:52]1[CH:53]=[CH:54][CH:55]=[C:50]([Cl:49])[C:51]=1[CH2:57][C:58]([C:16]1[C:17]([CH:30]([CH3:32])[CH3:31])=[C:18]([O:25][S:26](=[O:28])(=[O:29])[NH2:27])[C:19]([CH:22]([CH3:24])[CH3:23])=[CH:20][CH:21]=1)=[O:60]. Procedure details: This compound was prepared in the same manner as for the title compound of Example 1, except that 2,6-diisopropylphenylacetic acid was replaced with 2,6-dichlorophenylacetic acid, mp 203°-205° C. The reactants are FC(C(=O)O)(F)F (Trifluoroacetic acid), OCC1CN(C1)C(=O)OC(C)(C)C (tert-butyl 3-(hydroxymethyl)azetidine-1-carboxylate). Reaction conditions: time 30 minute. Yields the product crude product, FC(C(=O)O)(F)F.OCC1CNC1 (3-(Hydroxymethyl)azetidine trifluoroacetate). RXN SMILES: [F:1][C:2]([F:7])([F:6])[C:3]([OH:5])=[O:4].[OH:8][CH2:9][CH:10]1[CH2:13][N:12](C(OC(C)(C)C)=O)[CH2:11]1>>[F:1][C:2]([F:7])([F:6])[C:3]([OH:5])=[O:4].[OH:8][CH2:9][CH:10]1[CH2:13][NH:12][CH2:11]1 |f:2.3|. Procedure: Trifluoroacetic acid (0.413 ml) was added to tert-butyl 3-(hydroxymethyl)azetidine-1-carboxylate (125 mg) with cooling in an ice bath, followed by stirring at the same temperature for 30 minutes. Then the reaction mixture was stirred at room temperature for 1.5 hours. The reaction mixture was concentrated to give a crude product of the title compound (209.8 mg) as a yellow oil. Starting materials: CO, CCOC(C)=O, O=Cc1ccc(CNC(=O)C2CC2)c(Cl)c1, Cl, NO, O. Product: O=C(NCc1ccc(C=NO)cc1Cl)C1CC1. RXN SMILES: [CH3:20][OH:21].[CH3:23][CH2:24][O:25][C:26](=[O:27])[CH3:28].[Cl:1][c:2]1[c:3]([CH2:10][NH:11][C:12](=[O:13])[CH:14]2[CH2:15][CH2:16]2)[cH:4][cH:5][c:6]([CH:8]=[O:9])[cH:7]1.[ClH:17].[NH2:18][OH:19].[OH2:22]>>[Cl:1][c:2]1[c:3]([CH2:10][NH:11][C:12](=[O:13])[CH:14]2[CH2:15][CH2:16]2)[cH:4][cH:5][c:6]([CH:8]=[N:18][OH:19])[cH:7]1. The reactants are C(CCCCC)SC1=NN2C(=NC(=CC2=O)C)S1 (2-hexylthio-7-methyl-5H-1,3,4-thiadiazolo[3,2-a]pyrimidin-5-one), OO (hydrogen peroxide), C(C)(=O)O (acetic acid), O (water). Conditions: time 15 minute. Yields the product C(CCCCC)S(=O)(=O)C1=NN2C(=NC(=CC2=O)C)S1 (2-hexanesulfonyl-7-methyl-5H-1,3,4-thiadiazolo[3,2-a]pyrimidin-5-one). Yield: 45.0%. As a reaction SMILES: [CH2:1]([S:7][C:8]1[S:18][C:11]2=[N:12][C:13]([CH3:17])=[CH:14][C:15](=[O:16])[N:10]2[N:9]=1)[CH2:2][CH2:3][CH2:4][CH2:5][CH3:6].OO.C(O)(=[O:23])C.[OH2:25]>>[CH2:1]([S:7]([C:8]1[S:18][C:11]2=[N:12][C:13]([CH3:17])=[CH:14][C:15](=[O:16])[N:10]2[N:9]=1)(=[O:23])=[O:25])[CH2:2][CH2:3][CH2:4][CH2:5][CH3:6]. Reported procedure: A mixture of 6.1 g of 2-hexylthio-7-methyl-5H-1,3,4-thiadiazolo[3,2-a]pyrimidin-5-one, 9.1 g of a 30% hydrogen peroxide solution and 14 ml of acetic acid was heated to 65°-75° C. and stirred for 2 hours and 15 minutes. After cooling, water was added to the mixture and the resulting mixture was extracted with chloroform. The organic layer was washed with a sodium thiosulfate and water respectively, and dried over anhydrous sodium sulfate anhydrate. The solvent was distilled off. The residue was r... Starting materials: S1C(=CC=C1)CCCO (2-thiophenepropanol), BrCCCCCCBr (1,6-dibromohexane), [OH-].[Na+] (sodium hydroxide). The solvent is O (Water). Conditions: time 8 hour. Product: BrCCCCCCOCCCC=1SC=CC1 (2-[3-[(6-Bromohexyl)oxy]propyl]thiophene). The yield is 61.5%. Reaction SMILES: [S:1]1[CH:5]=[CH:4][CH:3]=[C:2]1[CH2:6][CH2:7][CH2:8][OH:9].[Br:10][CH2:11][CH2:12][CH2:13][CH2:14][CH2:15][CH2:16]Br.[OH-].[Na+]>O>[Br:10][CH2:11][CH2:12][CH2:13][CH2:14][CH2:15][CH2:16][O:9][CH2:8][CH2:7][CH2:6][C:2]1[S:1][CH:5]=[CH:4][CH:3]=1 |f:2.3|. Reported procedure: A mixture of 2-thiophenepropanol (5 g), 1,6-dibromohexane (25 g), 50% aqueous sodium hydroxide (25 ml) and TAB (500 mg) was stirred at room temperature overnight. Water (100 ml) was added and the mixture was extracted with ether (2×100 ml). The organic layer was dried and concentrated to an oil which was purified by FCC eluting with hexane to give the title compound as a colourless oil (6.6 g). T.l.c. (hexane-diethyl ether 9:1) Rf 0.50. Starting materials: COC1=CC=C(C=C1)C1=CC(=NC(=C1)C1=NC=CC=C1)C1=NC(=CC=C1)C=O (4'-(4-methoxyphenyl)-2,2':6',2"-terpyridine-6-carboxaldehyde), [BH4-].[Na+] (NaBH4). Run in C1CCOC1 (THF), CCO (EtOH). The product is OCC1=CC=CC(=N1)C1=NC(=CC(=C1)C1=CC=C(C=C1)OC)C1=NC=CC=C1 (6-Hydroxymethyl-4'-(4-methoxyphenyl)-2,2':6',2"-terpyridine). RXN SMILES: [CH3:1][O:2][C:3]1[CH:8]=[CH:7][C:6]([C:9]2[CH:14]=[C:13]([C:15]3[CH:20]=[CH:19][CH:18]=[CH:17][N:16]=3)[N:12]=[C:11]([C:21]3[CH:26]=[CH:25][CH:24]=[C:23]([CH:27]=[O:28])[N:22]=3)[CH:10]=2)=[CH:5][CH:4]=1.[BH4-].[Na+]>C1COCC1.CCO>[OH:28][CH2:27][C:23]1[N:22]=[C:21]([C:11]2[CH:10]=[C:9]([C:6]3[CH:7]=[CH:8][C:3]([O:2][CH3:1])=[CH:4][CH:5]=3)[CH:14]=[C:13]([C:15]3[CH:20]=[CH:19][CH:18]=[CH:17][N:16]=3)[N:12]=2)[CH:26]=[CH:25][CH:24]=1 |f:1.2|. Reported procedure: A suspension of 4'-(4-methoxyphenyl)-2,2':6',2"-terpyridine-6-carboxaldehyde (8.93 mmol) in a mixture of 70 mL of THF and 70 mL of absolute EtOH is treated with 1 g of NaBH4 and then heated to reflux for 15 minutes under N2. After cooling, the organic solvents are removed, the residue is heated for 30 minutes at reflux in dilute NaHCO3, cooled, filtered, washed with H2O, then dried to give the desired product. Starting materials: O=C1CCC(=O)N1Br, ClCCl, CN1CCN(c2cccc(C=O)c2)CC1. Product: CN1CCN(c2ccc(Br)c(C=O)c2)CC1. As a reaction SMILES: [Br:16][N:17]1[C:18](=[O:19])[CH2:20][CH2:21][C:22]1=[O:23].[CH2:24]([Cl:25])[Cl:26].[CH3:1][N:2]1[CH2:3][CH2:4][N:5]([c:8]2[cH:9][c:10]([CH:11]=[O:12])[cH:13][cH:14][cH:15]2)[CH2:6][CH2:7]1>>[CH3:1][N:2]1[CH2:3][CH2:4][N:5]([c:8]2[cH:9][c:10]([CH:11]=[O:12])[c:13]([Br:16])[cH:14][cH:15]2)[CH2:6][CH2:7]1. Reactants: FC1(C(C1)CC(=O)O)F (2,2-difluorocyclopropylacetic acid), S(=O)(Cl)Cl (thionyl chloride). Yields the product FC1(C(C1)CC(=O)Cl)F (2-(2,2-difluorocyclopropyl)acetyl chloride). Reaction SMILES: [F:1][C:2]1([F:9])[CH2:4][CH:3]1[CH2:5][C:6](O)=[O:7].S(Cl)([Cl:12])=O>>[F:1][C:2]1([F:9])[CH2:4][CH:3]1[CH2:5][C:6]([Cl:12])=[O:7]. Reported procedure: A mixture of 39.8 g (0.29 mmol) 2,2-difluorocyclopropylacetic acid and 38.5 ml (0.53 mmol) thionyl chloride was heated under reflux for 5 hours. Excess thionyl chloride was distilled and the residue was distilled in vacuo. Starting materials: CC(C)(C)c1csc(C=Cc2cccc(C(=O)O)c2)n1, C, [H][H], C1CCOC1, [Pd]. Yields the product CC(C)(C)c1csc(CCc2cccc(C(=O)O)c2)n1. As a reaction SMILES: [C:1]([CH3:2])([CH3:3])([CH3:4])[c:5]1[n:6][c:7]([CH:10]=[CH:11][c:12]2[cH:13][c:14]([C:15](=[O:16])[OH:17])[cH:18][cH:19][cH:20]2)[s:8][cH:9]1.[C:28].[H:21][H:22].[O:23]1[CH2:24][CH2:25][CH2:26][CH2:27]1.[Pd:29]>>[C:1]([CH3:2])([CH3:3])([CH3:4])[c:5]1[n:6][c:7]([CH2:10][CH2:11][c:12]2[cH:13][c:14]([C:15](=[O:16])[OH:17])[cH:18][cH:19][cH:20]2)[s:8][cH:9]1.